Dataset: the Open Reaction Database (ORD), a public repository of structured organic reaction records. Task: describe an organic reaction: reactants, conditions, products, and yield Reactants: BrC1=C(C=C(C=C1C)OCCCS(=O)(=O)C)C (2-Bromo-1,3-dimethyl-5-[3-(methylsulfonyl)propoxy]benzene), C(=O)C=1C=C(C=CC1)B(O)O (3-formylphenylboronic acid), [Cl-].[Li+] (lithium chloride), F[B-](F)(F)F.C(C)(C)(C)[PH+](C(C)(C)C)C(C)(C)C (tri-tert-butylphosphonium tetrafluoroborate). Reagents/catalysts: C(C)(=O)[O-].[Pd+2].C(C)(=O)[O-] (palladium acetate). Run in O (water), O1CCCC1 (tetrahydrofuran). Run at temperature 60 celsius, time 3 hour. Product: CC1=C(C(=CC(=C1)OCCCS(=O)(=O)C)C)C1=CC(=CC=C1)C=O (2′,6′-dimethyl-4′-[3-(methylsulfonyl)propoxy]biphenyl-3-carbaldehyde). Yield: 82.9%. Reaction SMILES: Br[C:2]1[C:7]([CH3:8])=[CH:6][C:5]([O:9][CH2:10][CH2:11][CH2:12][S:13]([CH3:16])(=[O:15])=[O:14])=[CH:4][C:3]=1[CH3:17].[CH:18]([C:20]1[CH:21]=[C:22](B(O)O)[CH:23]=[CH:24][CH:25]=1)=[O:19].[Cl-].[Li+].F[B-](F)(F)F.C([PH+](C(C)(C)C)C(C)(C)C)(C)(C)C>C([O-])(=O)C.[Pd+2].C([O-])(=O)C.O.O1CCCC1>[CH3:17][C:3]1[CH:4]=[C:5]([O:9][CH2:10][CH2:11][CH2:12][S:13]([CH3:16])(=[O:15])=[O:14])[CH:6]=[C:7]([CH3:8])[C:2]=1[C:24]1[CH:23]=[CH:22][CH:21]=[C:20]([CH:18]=[O:19])[CH:25]=1 |f:2.3,4.5,6.7.8|. Procedure: 2-Bromo-1,3-dimethyl-5-[3-(methylsulfonyl)propoxy]benzene (0.10 g), 3-formylphenylboronic acid (0.05 g, 1.05 eq), lithium chloride (0.026 g, 2.0 eq), palladium acetate (1.4 mg, 2 mol %) and tri-tert-butylphosphonium tetrafluoroborate (1.8 mg, 2 mol %) were charged in a glass tube, and tetrahydrofuran (1 mL) and water (0.5 mL) were added thereto. After argon substitution, the mixture was stirred at 60° C. for 3 hr. The obtained reaction mixture was analyzed by high performance liquid chromatograp... The reactants are COCCNc1ccc(C#N)c(Oc2ccc(Br)c(C3OCCO3)c2)n1, C1CCOC1, Cl. Yields the product COCCNc1ccc(C#N)c(Oc2ccc(Br)c(C=O)c2)n1. Reaction SMILES: [Br:1][c:2]1[c:3]([CH:22]2[O:23][CH2:26][CH2:25][O:24]2)[cH:4][c:5]([O:6][c:7]2[c:8]([C:9]#[N:10])[cH:11][cH:12][c:13]([NH:15][CH2:16][CH2:17][O:18][CH3:19])[n:14]2)[cH:20][cH:21]1.[CH2:28]1[O:29][CH2:30][CH2:31][CH2:32]1.[ClH:27]>>[Br:1][c:2]1[c:3]([CH:22]=[O:23])[cH:4][c:5]([O:6][c:7]2[c:8]([C:9]#[N:10])[cH:11][cH:12][c:13]([NH:15][CH2:16][CH2:17][O:18][CH3:19])[n:14]2)[cH:20][cH:21]1. Starting materials: O=C([O-])[O-], CCOC(C)=O, ClCCl, Cl, CC(C)(C)C(=O)Nc1ccc([N+](=O)[O-])c(F)c1, [K+], [K+]. The product is Nc1ccc([N+](=O)[O-])c(F)c1. As a reaction SMILES: [C:18](=[O:19])([O-:20])[O-:21].[CH3:28][CH2:29][O:30][C:31](=[O:32])[CH3:33].[Cl:24][CH2:25][Cl:26].[ClH:27].[F:1][c:2]1[cH:3][c:4]([NH:11][C:12](=[O:13])[C:14]([CH3:15])([CH3:16])[CH3:17])[cH:5][cH:6][c:7]1[N+:8](=[O:9])[O-:10].[K+:22].[K+:23]>>[F:1][c:2]1[cH:3][c:4]([NH2:11])[cH:5][cH:6][c:7]1[N+:8](=[O:9])[O-:10]. Yields the product CC(CN1CCCC1)(C)N1C=NC(=C1)NC(C(CCC)NC1CC2=CC=CC=C2CC1)=O (2-(1,2,3,4-Tetrahydro-naphthalen-2-ylamino)-pentanoic acid [1-(1,1-dimethyl-2-pyrrolidin-1-yl-ethyl)-1H-imidazol-4-yl]-amide). Reported procedure: 2-Amino-pentanoic acid [1-(1,1-dimethyl-2-pyrrolidin-1-yl-ethyl)-1H-imidazol-4-yl]-amide was reacted with 3,4-Dihydro-1H-naphthalen-2-one to provide the title compound: C13 NMR (100 MHz, CDCl3) 14.2, 19.5, 19.6, 24.3, 26.6, 28.0, 28.3, 29.5, 30.5, 36.5, 36.6, 36.7, 37.5, 53.3, 53.6, 56.0, 59.1, 60.4, 60.8, 67.3, 104.7, 126.0, 126.1, 126.2, 128.8, 128.9, 129.5, 129.6, 131.1, 134.8, 135.3, 135.9, 136.3, 137.3, 172.6; MS m/z 438.5 (M+1). As a reaction SMILES: [CH3:1][C:2]([N:10]1[CH:14]=[C:13]([NH:15][C:16](=[O:22])[CH:17]([NH2:21])[CH2:18][CH2:19][CH3:20])[N:12]=[CH:11]1)([CH3:9])[CH2:3][N:4]1[CH2:8][CH2:7][CH2:6][CH2:5]1.[CH2:23]1[C:32]2[C:27](=[CH:28][CH:29]=[CH:30][CH:31]=2)[CH2:26][CH2:25][C:24]1=O>>[CH3:1][C:2]([N:10]1[CH:14]=[C:13]([NH:15][C:16](=[O:22])[CH:17]([NH:21][CH:29]2[CH2:30][CH2:31][C:32]3[C:27](=[CH:26][CH:25]=[CH:24][CH:23]=3)[CH2:28]2)[CH2:18][CH2:19][CH3:20])[N:12]=[CH:11]1)([CH3:9])[CH2:3][N:4]1[CH2:8][CH2:7][CH2:6][CH2:5]1. The reactants are CC(CN1CCCC1)(C)N1C=NC(=C1)NC(C(CCC)N)=O (2-Amino-pentanoic acid [1-(1,1-dimethyl-2-pyrrolidin-1-yl-ethyl)-1H-imidazol-4-yl]-amide), C1C(CCC2=CC=CC=C12)=O (3,4-Dihydro-1H-naphthalen-2-one). Starting materials: O=CCCC1=NC(=NC(=C1)C1=CC(=CC=C1)C(F)(F)F)C#N (4-(3-oxo-propyl)-6-(3-trifluoromethylphenyl)-pyrimidine-2-carbonitrile), NCC(=O)O (glycine), O (water), C(#N)[BH3-] (cyanoborohydride). The solvent is CO (methanol), C(C)(=O)O (acetic acid). Conditions: time 5 minute. Product: FC(C(=O)O)(F)F.C(=O)(O)CNCCCC1=NC(=NC(=C1)C1=CC(=CC=C1)C(F)(F)F)C#N (4-[3-(Carboxymethyl-amino)-propyl]-6-(3-trifluoromethylphenyl)-pyrimidine-2-carbonitrile Trifluoroacetic Acid Salt), C(=O)(O)CNCCCC1=NC(=NC(=C1)C1=CC(=CC=C1)C(F)(F)F)C#N (4-[3-(carboxymethyl-amino)-propyl]-6-(3-trifluoromethylphenyl)-pyrimidine-2-carbonitrile). RXN SMILES: O=[CH:2][CH2:3][CH2:4][C:5]1[CH:10]=[C:9]([C:11]2[CH:16]=[CH:15][CH:14]=[C:13]([C:17]([F:20])([F:19])[F:18])[CH:12]=2)[N:8]=[C:7]([C:21]#[N:22])[N:6]=1.[NH2:23][CH2:24][C:25]([OH:27])=[O:26].[OH2:28].C([BH3-])#N>CO.C(O)(=O)C>[F:18][C:17]([F:20])([F:19])[C:13]([OH:26])=[O:28].[C:25]([CH2:24][NH:23][CH2:2][CH2:3][CH2:4][C:5]1[CH:10]=[C:9]([C:11]2[CH:16]=[CH:15][CH:14]=[C:13]([C:17]([F:19])([F:18])[F:20])[CH:12]=2)[N:8]=[C:7]([C:21]#[N:22])[N:6]=1)([OH:27])=[O:26].[C:25]([CH2:24][NH:23][CH2:2][CH2:3][CH2:4][C:5]1[CH:10]=[C:9]([C:11]2[CH:16]=[CH:15][CH:14]=[C:13]([C:17]([F:19])([F:18])[F:20])[CH:12]=2)[N:8]=[C:7]([C:21]#[N:22])[N:6]=1)([OH:27])=[O:26] |f:6.7|. Reported procedure: To a stirred solution of 4-(3-oxo-propyl)-6-(3-trifluoromethylphenyl)-pyrimidine-2-carbonitrile (50 mg) in methanol (1 mL) was added glycine (25 mg), followed by water (100 μL) and acetic acid (12 μL). The mixture was stirred at room temperature for five minutes then solid supported cyanoborohydride (77 mg, 2.57 mmol/g) was added and stirring continued overnight. The reaction mixture was filtered and the filtrate concentrated under reduced pressure to yield crude product. Purification by prepara... Reactants: ice water, COC1=NC(=NC(=N1)Cl)Cl (2-methoxy-4,6-dichloro-s-triazine), C(C)(C)N(C(C)C)CC (N,N-di-iso-propylethylamine), C(=C)NC1=CC=CC=C1 (vinylaniline). The solvent is CC(=O)C (acetone). Run at time 2 hour. Product: COC1=NC(=NC(=N1)NC1=CC=C(C=C1)C=C)Cl (2-Methoxy-4-(4-vinylphenylamino)-6-chloro-s-triazine). As a reaction SMILES: [CH3:1][O:2][C:3]1[N:8]=[C:7]([Cl:9])[N:6]=[C:5](Cl)[N:4]=1.C([NH:13][C:14]1[CH:19]=[CH:18][CH:17]=[CH:16][CH:15]=1)=C.[CH:20](N(CC)C(C)C)(C)[CH3:21]>CC(C)=O>[CH3:1][O:2][C:3]1[N:4]=[C:5]([NH:13][C:14]2[CH:15]=[CH:16][C:17]([CH:20]=[CH2:21])=[CH:18][CH:19]=2)[N:6]=[C:7]([Cl:9])[N:8]=1. Procedure details: To a solution of 16.4 g (0.1 mole) 2-methoxy-4,6-dichloro-s-triazine in 150 ml of acetone being stirred at 0°-5° C. was added dropwise over a 1/2 hr. period a solution of 11.9 g (0.1 mole) of vinylaniline and 12.9 g (0.1 mole) of N,N-di-iso-propylethylamine. After stirring at room temperature for 2 hr., the solution was poured into 1 l of ice water to isolate the product. The crude product was collected by filtration and dried in vacuo at room temperature to give 24.9 g. Recrystallization was ef...